This data is from the Open Reaction Database (ORD), a public repository of structured organic reaction records. The task is: describe an organic reaction: reactants, conditions, products, and yield The reactants are CCOC(C)=O, Cl, CC(C)CCc1cc(-c2ccc(CCN(CC(O)c3ccccc3)C(=O)OC(C)(C)C)cc2)ccc1C(=O)NS(C)(=O)=O. Yields the product Cl, CC(C)CCc1cc(-c2ccc(CCNCC(O)c3ccccc3)cc2)ccc1C(=O)NS(C)(=O)=O. As a reaction SMILES: [CH3:45][CH2:46][O:47][C:48](=[O:49])[CH3:50].[ClH:44].[OH:1][CH:2]([CH2:3][N:4]([C:5](=[O:6])[O:7][C:8]([CH3:9])([CH3:10])[CH3:11])[CH2:12][CH2:13][c:14]1[cH:15][cH:16][c:17](-[c:20]2[cH:21][c:22]([CH2:33][CH2:34][CH:35]([CH3:36])[CH3:37])[c:23]([C:26](=[O:27])[NH:28][S:29](=[O:30])(=[O:31])[CH3:32])[cH:24][cH:25]2)[cH:18][cH:19]1)[c:38]1[cH:39][cH:40][cH:41][cH:42][cH:43]1>>[ClH:44].[OH:1][CH:2]([CH2:3][NH:4][CH2:12][CH2:13][c:14]1[cH:15][cH:16][c:17](-[c:20]2[cH:21][c:22]([CH2:33][CH2:34][CH:35]([CH3:36])[CH3:37])[c:23]([C:26](=[O:27])[NH:28][S:29](=[O:30])(=[O:31])[CH3:32])[cH:24][cH:25]2)[cH:18][cH:19]1)[c:38]1[cH:39][cH:40][cH:41][cH:42][cH:43]1. The reactants are COc1ccccc1Cn1ccc(C(=O)O)cc1=O, NCc1cn(-c2ccccc2)c2cc(Cl)ccc2c1=O. Yields the product COc1ccccc1Cn1ccc(C(=O)NCc2cn(-c3ccccc3)c3cc(Cl)ccc3c2=O)cc1=O. As a reaction SMILES: [CH3:21][O:22][c:23]1[c:24]([CH2:25][n:26]2[c:27](=[O:35])[cH:28][c:29]([C:32](=[O:33])[OH:34])[cH:30][cH:31]2)[cH:36][cH:37][cH:38][cH:39]1.[NH2:1][CH2:2][c:3]1[cH:4][n:5](-[c:15]2[cH:16][cH:17][cH:18][cH:19][cH:20]2)[c:6]2[cH:7][c:8]([Cl:14])[cH:9][cH:10][c:11]2[c:12]1=[O:13]>>[NH:1]([CH2:2][c:3]1[cH:4][n:5](-[c:15]2[cH:16][cH:17][cH:18][cH:19][cH:20]2)[c:6]2[cH:7][c:8]([Cl:14])[cH:9][cH:10][c:11]2[c:12]1=[O:13])[C:32]([c:29]1[cH:28][c:27](=[O:35])[n:26]([CH2:25][c:24]2[c:23]([O:22][CH3:21])[cH:39][cH:38][cH:37][cH:36]2)[cH:31][cH:30]1)=[O:33]. The reactants are [C@@H]1([C@@H](CCC1)N)N ((±)-trans-1,2-Cyclopentanediamine), C(C)(C)(C)OC(=O)ON=C(C#N)C1=CC=CC=C1 (2-(tert-butoxycarbonyloxyimino)-2-phenylacetonitrile), O (Water), C(C)(C)(C)OC(=O)ON=C(C#N)C1=CC=CC=C1 (2-(tert-butoxycarbonyloxyimino)-2-phenylacetonitrile). Solvent: C(Cl)Cl (methylene chloride), C(C)N(CC)CC (triethylamine). Reaction conditions: temperature 0 celsius, time 1 hour. Product: N[C@H]1[C@@H](CCC1)NC(OC(C)(C)C)=O (tert-Butyl (1R*,2R*)-2-aminocyclopentylcarbamate). The yield is 98.5%. As a reaction SMILES: [C@@H:1]1([NH2:7])[CH2:5][CH2:4][CH2:3][C@H:2]1[NH2:6].[C:8]([O:12][C:13](ON=C(C1C=CC=CC=1)C#N)=[O:14])([CH3:11])([CH3:10])[CH3:9].O>C(Cl)Cl.C(N(CC)CC)C>[NH2:6][C@@H:2]1[CH2:3][CH2:4][CH2:5][C@H:1]1[NH:7][C:13](=[O:14])[O:12][C:8]([CH3:11])([CH3:10])[CH3:9]. Reported procedure: (±)-trans-1,2-Cyclopentanediamine (WO98/30574) (692 mg) was dissolved in methylene chloride (10 ml), to which triethylamine (1.1 ml) and 2-(tert-butoxycarbonyloxyimino)-2-phenylacetonitrile (493 mg) were added, and the mixture was stirred at 0° C. for 1 hour. Thereafter, 2-(tert-butoxycarbonyloxyimino)-2-phenylacetonitrile (493 mg) were additionally added, and the mixture was stirred at room temperature for 7 hours. Water was added to the reaction mixture to separate an organic layer. The organi... The reactants are [BH4-], O=Cc1c(-c2ccccc2)nn(-c2ccccc2)c1Cl, OCc1c(-c2ccccc2)nn(-c2ccccc2)c1Cl, [Na+], C1COCCO1, O, O. Product: OCc1c(-c2ccccc2)nn(-c2ccccc2)c1Cl. As a reaction SMILES: [BH4-:21].[Cl:1][c:2]1[c:3]([CH:19]=[O:20])[c:4](-[c:13]2[cH:14][cH:15][cH:16][cH:17][cH:18]2)[n:5][n:6]1-[c:7]1[cH:8][cH:9][cH:10][cH:11][cH:12]1.[Cl:23][c:24]1[n:25](-[c:26]2[cH:27][cH:28][cH:29][cH:30][cH:31]2)[n:32][c:33](-[c:34]2[cH:35][cH:36][cH:37][cH:38][cH:39]2)[c:40]1[CH2:41][OH:42].[Na+:22].[O:44]1[CH2:45][CH2:46][O:47][CH2:48][CH2:49]1.[OH2:43].[OH2:50]>>[Cl:1][c:2]1[c:3]([CH2:19][OH:20])[c:4](-[c:13]2[cH:14][cH:15][cH:16][cH:17][cH:18]2)[n:5][n:6]1-[c:7]1[cH:8][cH:9][cH:10][cH:11][cH:12]1. The reactants are C1(CCCC1)C1C(=CCC=C1OC)OC (2-cyclopentyl-2,5-dihydro-1,3dimethoxybenzene), Cl (hydrochloric acid). Run in ice, CO (methanol). Run at time 45 minute. Yields the product C1(CCCC1)C1C(CCC=C1OC)=O (2-Cyclopentyl-3-methoxy-cyclohex-3-enone). The yield is 82.0%. Reaction SMILES: [CH:1]1([CH:6]2[C:11]([O:12][CH3:13])=[CH:10][CH2:9][CH:8]=[C:7]2[O:14]C)[CH2:5][CH2:4][CH2:3][CH2:2]1.Cl>CO>[CH:1]1([CH:6]2[C:11]([O:12][CH3:13])=[CH:10][CH2:9][CH2:8][C:7]2=[O:14])[CH2:2][CH2:3][CH2:4][CH2:5]1. Procedure details: To a solution of 2-cyclopentyl-2,5-dihydro-1,3dimethoxybenzene (5 g, 27 mmol) in methanol (50 mL) was added 2.5% hydrochloric acid (10 mL) dropwise at 0° C. The reaction mixture was stirred for 45 minutes and diluted with 30 mL of ice-cold water. The product was extracted with ether (3×100 mL). The combined organic extract was washed with brine and dried (Na2SO4). Removal of the solvent in vacuo yielded the title compound as light yellow oil (4.3 g, 94.7%). Reactants: COC(N(C)C)OC (N,N-dimethylformamide dimethyl acetal), IC1=C(C=C(C(=C1)[N+](=O)[O-])C)F (1-iodo-2-fluoro-4-methyl-5-nitro-benzene). The solvent is CN(C)C=O (DMF). Conditions: temperature 125 celsius, time 3 hour. Product: IC1=CC(=C(C=C1F)C=CN(C)C)[N+](=O)[O-] ([2-(4-iodo-5-fluoro-2-nitro-phenyl)-vinyl]-dimethyl-amine). Yield: 0.1%. As a reaction SMILES: CO[CH:3](OC)[N:4]([CH3:6])[CH3:5].[I:9][C:10]1[CH:15]=[C:14]([N+:16]([O-:18])=[O:17])[C:13]([CH3:19])=[CH:12][C:11]=1[F:20]>CN(C=O)C>[I:9][C:10]1[C:11]([F:20])=[CH:12][C:13]([CH:19]=[CH:3][N:4]([CH3:6])[CH3:5])=[C:14]([N+:16]([O-:18])=[O:17])[CH:15]=1. Procedure: A mixture of N,N-dimethylformamide dimethyl acetal (0.30 mL, 2.31 mmol) and 1-iodo-2-fluoro-4-methyl-5-nitro-benzene (0.50 g, 1.78 mmol) in dry DMF (3.0 mL) was stirred at 125° C. for 3 h. The resulting mixture was partitioned between EtOAc and water. The organic layer was washed with brine, dried over MgSO4, filtered, and concentrated. The residue was washed with hexane to give [2-(4-iodo-5-fluoro-2-nitro-phenyl)-vinyl]-dimethyl-amine as dark red solid (0.37 mg, 62%). 1H NMR (CDCl3, 400 MHz): 2...